From a dataset of the Open Reaction Database (ORD), a public repository of structured organic reaction records. describe an organic reaction: reactants, conditions, products, and yield Reactants: FC1=C(C=C(C=C1)CCC(=O)O)OC (3-(4-Fluoro-3-methoxy-phenyl)-propionic acid), CS(=O)(=O)O (Methanesulfonic acid), [OH-].[Na+] (NaOH). Conditions: temperature 90 celsius. Yields the product FC1=C(C=C2CCC(C2=C1)=O)OC (6-Fluoro-5-methoxy-indan-1-one). Isolated yield 94.4%. RXN SMILES: [F:1][C:2]1[CH:7]=[CH:6][C:5]([CH2:8][CH2:9][C:10]([OH:12])=O)=[CH:4][C:3]=1[O:13][CH3:14].CS(O)(=O)=O.[OH-].[Na+]>>[F:1][C:2]1[CH:7]=[C:6]2[C:5]([CH2:8][CH2:9][C:10]2=[O:12])=[CH:4][C:3]=1[O:13][CH3:14] |f:2.3|. Procedure details: 3-(4-Fluoro-3-methoxy-phenyl)-propionic acid (2 g, 10 mmol) and Methanesulfonic acid (15 ml) were sealed in process vial (20 ml) and it was heated at 90° C. for 10 minutes under microwave irradiation. The mixture was poured into ice and neutralized with NaOH. The solid was collected and dried to give 1.7 g of product (93.5% yield). LC-MS: m/e 181 (MH+) Reactants: COC(=O)Nc1nc(C)cc(OC)n1, C[Al](C)C, Cc1ccccc1, NS(=O)(=O)c1cscn1. The product is COc1cc(C)nc(NC(=O)NS(=O)(=O)c2cscn2)n1. RXN SMILES: [CH3:10][O:11][c:12]1[n:13][c:14]([NH:19][C:20]([O:21][CH3:23])=[O:22])[n:15][c:16]([CH3:18])[cH:17]1.[CH3:24][Al:25]([CH3:26])[CH3:27].[CH3:28][c:29]1[cH:30][cH:31][cH:32][cH:33][cH:34]1.[s:1]1[cH:2][n:3][c:4]([S:6](=[O:7])(=[O:8])[NH2:9])[cH:5]1>>[s:1]1[cH:2][n:3][c:4]([S:6](=[O:7])(=[O:8])[NH:9][C:20]([NH:19][c:14]2[n:13][c:12]([O:11][CH3:10])[cH:17][c:16]([CH3:18])[n:15]2)=[O:21])[cH:5]1. Reagents/catalysts: Cl[Ru](Cl)([P](C1CCCCC1)(C2CCCCC2)C3CCCCC3)([P](C4CCCCC4)(C5CCCCC5)C6CCCCC6)=CC7=CC=CC=C7 (Grubbs I). The yield is 90.9%. Solvent: ClCCl (dichloromethane). Procedure: A solution of benzyl allyl(2-methylallyl)carbamate (20.2 g, 82 mmol) in dichloromethane (500 mL) was purged with argon for 5 min. Grubbs I catalyst (1.694 g, 2.059 mmol) was added and the resulting purple solution was warmed to a gentle reflux under argon for 24 h. The mixture was concentrated and purified by silica gel chromatography, eluting with 0-20% ethyl acetate in hexanes, to give benzyl 3-methyl-2,5-dihydro-1H-pyrrole-1-carboxylate (16.2 g, 91% yield). 1H NMR (400 MHz, chloroform-d) δ pp... Yields the product CC=1CN(CC1)C(=O)OCC1=CC=CC=C1 (benzyl 3-methyl-2,5-dihydro-1H-pyrrole-1-carboxylate). The reactants are C(C=C)N(C(OCC1=CC=CC=C1)=O)CC(=C)C (benzyl allyl(2-methylallyl)carbamate). As a reaction SMILES: [CH2:1]([N:4]([CH2:15][C:16]([CH3:18])=[CH2:17])[C:5](=[O:14])[O:6][CH2:7][C:8]1[CH:13]=[CH:12][CH:11]=[CH:10][CH:9]=1)C=C>ClCCl.Cl[Ru](=CC1C=CC=CC=1)([P](C1CCCCC1)(C1CCCCC1)C1CCCCC1)([P](C1CCCCC1)(C1CCCCC1)C1CCCCC1)Cl>[CH3:18][C:16]1[CH2:15][N:4]([C:5]([O:6][CH2:7][C:8]2[CH:9]=[CH:10][CH:11]=[CH:12][CH:13]=2)=[O:14])[CH2:1][CH:17]=1 |^1:30,49|. Starting materials: [Cl-].[Li+] (lithium chloride), C(C1=CC=CC=C1)OC(=O)N1C(O[C@H]([C@@H]1CC(C)C)C=O)(C)C ((4S,5R)-3-benzyloxycarbonyl-2,2-dimethyl-5-formyl-4-isobutyloxazolidine), C(C)OP(=O)(OCC)C(C(=O)OCC)C(C)C (ethyl 2-diethylphosphono-3-methylbutanoate), C1(=NNCCCCCCCC1)C1=CCCCCCCCCC1 (diazabicycloundecene). Run in O1CCCC1 (tetrahydrofuran), O1CCCC1 (tetrahydrofuran), O1CCCC1 (tetrahydrofuran). The product is C(C1=CC=CC=C1)OC(=O)N1C(O[C@H]([C@@H]1CC(C)C)C=C(C(=O)OCC)C(C)C)(C)C (ethyl 3-[(4S,5S)-3-benzyloxycarbonyl-2,2-dimethyl-4-isobutyloxazolidin-5-yl]-2-isopropyl-2-propenoate). RXN SMILES: [Cl-].[Li+].C(OP([CH:11]([CH:17]([CH3:19])[CH3:18])[C:12]([O:14][CH2:15][CH3:16])=[O:13])(OCC)=O)C.C1(C2CCCCCCCCCC=2)CCCCCCCCNN=1.[CH2:42]([O:49][C:50]([N:52]1[C@@H:56]([CH2:57][CH:58]([CH3:60])[CH3:59])[C@H:55]([CH:61]=O)[O:54][C:53]1([CH3:64])[CH3:63])=[O:51])[C:43]1[CH:48]=[CH:47][CH:46]=[CH:45][CH:44]=1>O1CCCC1>[CH2:42]([O:49][C:50]([N:52]1[C@@H:56]([CH2:57][CH:58]([CH3:59])[CH3:60])[C@H:55]([CH:61]=[C:11]([CH:17]([CH3:18])[CH3:19])[C:12]([O:14][CH2:15][CH3:16])=[O:13])[O:54][C:53]1([CH3:63])[CH3:64])=[O:51])[C:43]1[CH:44]=[CH:45][CH:46]=[CH:47][CH:48]=1 |f:0.1|. Procedure: 123 mg of lithium chloride was suspended in 10 ml of dry tetrahydrofuran under an argon stream, and 0.69 ml of ethyl 2-diethylphosphono-3-methylbutanoate was added under stirring. The mixture was stirred for 5 minutes at room temperature, and then 2.7 ml of a 20% dry tetrahydrofuran solution of diazabicycloundecene was added thereto. The mixture was stirred at room temperature for 10 minutes. Then, 2.0 ml of a dry tetrahydrofuran solution of 773 mg of (4S,5R)-3-benzyloxycarbonyl-2,2-dimethyl-5-f... Starting materials: methyl, C(C)(=O)C1=CC=CC=C1 (acetophenone), CC(=O)C1=C(C=CC(=C1)OCC(F)(F)F)OCC(F)(F)F (2,5-bis(2,2,2-trifluoroethoxy)acetophenone). The product is FC(COC1=C(C(=O)O)C=C(C=C1)OCC(F)(F)F)(F)F (2,5-bis(2,2,2-trifluoroethoxy)benzoic acid). As a reaction SMILES: C(C1C=CC=CC=1)(=[O:3])C.C[C:11]([C:13]1[CH:18]=[C:17]([O:19][CH2:20][C:21]([F:24])([F:23])[F:22])[CH:16]=[CH:15][C:14]=1[O:25][CH2:26][C:27]([F:30])([F:29])[F:28])=[O:12]>>[F:28][C:27]([F:30])([F:29])[CH2:26][O:25][C:14]1[CH:15]=[CH:16][C:17]([O:19][CH2:20][C:21]([F:24])([F:23])[F:22])=[CH:18][C:13]=1[C:11]([OH:12])=[O:3]. Procedure: replacing the methyl moiety of the acetophenone function of said 2,5-bis(2,2,2-trifluoroethoxy)acetophenone to yield 2,5-bis(2,2,2-trifluoroethoxy)benzoic acid; The reactants are C(C)(C)(C)OC(=O)N1[C@@H](CN(CC1)CCN1C[C@H](OCC1)COC)CC1=CC(=C(C=C1)C)O[Si](C1=CC=CC=C1)(C1=CC=CC=C1)C(C)(C)C ((2R)-1-tert-butoxycarbonyl-2-(3-tert-butyldiphenylsilyloxy-4-methylbenzyl)-4-[2-[(2S)-2-methoxymethylmorpholino]ethyl]piperazine), FC(C(=O)O)(F)F (trifluoroacetic acid). Solvent: ClCCl (dichloromethane). Reaction conditions: time 30 minute. The product is [Si](C1=CC=CC=C1)(C1=CC=CC=C1)(C(C)(C)C)OC=1C=C(C[C@H]2NCCN(C2)CCN2C[C@H](OCC2)COC)C=CC1C ((2R)-2-(3-tert-butyldiphenylsilyloxy-4-methylbenzyl)-4-[2-[(2S)-2-methoxymethylmorpholino]ethyl]piperazine). Isolated yield 101.0%. RXN SMILES: C(OC([N:8]1[CH2:13][CH2:12][N:11]([CH2:14][CH2:15][N:16]2[CH2:21][CH2:20][O:19][C@H:18]([CH2:22][O:23][CH3:24])[CH2:17]2)[CH2:10][C@H:9]1[CH2:25][C:26]1[CH:31]=[CH:30][C:29]([CH3:32])=[C:28]([O:33][Si:34]([C:47]([CH3:50])([CH3:49])[CH3:48])([C:41]2[CH:46]=[CH:45][CH:44]=[CH:43][CH:42]=2)[C:35]2[CH:40]=[CH:39][CH:38]=[CH:37][CH:36]=2)[CH:27]=1)=O)(C)(C)C.FC(F)(F)C(O)=O>ClCCl>[Si:34]([O:33][C:28]1[CH:27]=[C:26]([CH:31]=[CH:30][C:29]=1[CH3:32])[CH2:25][C@@H:9]1[CH2:10][N:11]([CH2:14][CH2:15][N:16]2[CH2:21][CH2:20][O:19][C@H:18]([CH2:22][O:23][CH3:24])[CH2:17]2)[CH2:12][CH2:13][NH:8]1)([C:47]([CH3:48])([CH3:49])[CH3:50])([C:35]1[CH:40]=[CH:39][CH:38]=[CH:37][CH:36]=1)[C:41]1[CH:42]=[CH:43][CH:44]=[CH:45][CH:46]=1. Procedure: To a solution of (2R)-1-tert-butoxycarbonyl-2-(3-tert-butyldiphenylsilyloxy-4-methylbenzyl)-4-[2-[(2S)-2-methoxymethylmorpholino]ethyl]piperazine (13.43 g) in dichloromethane (67.0 ml) was added trifluoroacetic acid (67.0 ml) at 0° C. After stirring at room temperature for 30 minutes, the mixture was concentrated and was added dropwise saturated aqueous sodium hydrogen carbonate solution. After stirring at room temperature for 30 minutes, the mixture was extracted with dichloromethane (100 ml×1,... Reactants: N,N′-carbonyldiimidazole, C(=O)(O)C=1C=CC2=C(N(C(=N2)C)CC2=C(C=CC=C2)Cl)C1 (6-carboxy-1-(2-chlorobenzyl)-2-methylbenzimidazole), C1(=CC=CC=C1)S(=O)(=O)N (benzenesulfonamide), C1(=NNCCCCCCCC1)C1=CCCCCCCCCC1 (diazabicycloundecene). Run in CN(C=O)C (N,N-dimethylformamide). Conditions: time 1 hour. The product is C1(=CC=CC=C1)S(=O)(=O)NC(=O)C=1C=CC2=C(N(C(=N2)C)CC2=C(C=CC=C2)Cl)C1 (6-benzenesulfonylcarbamoyl-1-(2-chlorobenzyl)-2-methylbenzimidazole). Isolated yield 58.3%. Reaction SMILES: [C:1]([C:4]1[CH:5]=[CH:6][C:7]2[N:11]=[C:10]([CH3:12])[N:9]([CH2:13][C:14]3[CH:19]=[CH:18][CH:17]=[CH:16][C:15]=3[Cl:20])[C:8]=2[CH:21]=1)([OH:3])=O.[C:22]1([S:28]([NH2:31])(=[O:30])=[O:29])[CH:27]=[CH:26][CH:25]=[CH:24][CH:23]=1.C1(C2CCCCCCCCCC=2)CCCCCCCCNN=1>CN(C)C=O>[C:22]1([S:28]([NH:31][C:1]([C:4]2[CH:5]=[CH:6][C:7]3[N:11]=[C:10]([CH3:12])[N:9]([CH2:13][C:14]4[CH:19]=[CH:18][CH:17]=[CH:16][C:15]=4[Cl:20])[C:8]=3[CH:21]=2)=[O:3])(=[O:30])=[O:29])[CH:27]=[CH:26][CH:25]=[CH:24][CH:23]=1. Procedure: N,N′-carbonyldiimidazole (45.8 g) was added at a time to a solution of 45.0 g of 6-carboxy-1-(2-chlorobenzyl)-2-methylbenzimidazole in 950 ml of N,N-dimethylformamide, and the mixture was stirred at room temperature for 1 hour. Subsequently, 47.1 g of benzenesulfonamide and 35.0 g of diazabicycloundecene were added thereto, and the mixture was stirred at 100° C. for 70 hours. The reaction solution was cooled, and the solvent was distilled off under reduced pressure. To the residue were added 300... Reactants: BrC1=C(C=C(C(=C1)C)[N+](=O)[O-])C (1-Bromo-2,5-dimethyl-4-nitrobenzene), C(CCC)[Sn](C(=C)OCC)(CCCC)CCCC (tributyl(1-ethoxyvinyl)tin), tetrakis(triphenylphospine) palladium (0). The solvent is CN(C)C=O (DMF). Run at temperature 90 celsius, time 1 hour. Product: CC1=C(C=C(C(=C1)[N+](=O)[O-])C)C(C)=O (1-(2,5-dimethyl-4-nitrophenyl)ethanone). RXN SMILES: Br[C:2]1[CH:7]=[C:6]([CH3:8])[C:5]([N+:9]([O-:11])=[O:10])=[CH:4][C:3]=1[CH3:12].C([Sn](CCCC)(CCCC)[C:18]([O:20]CC)=[CH2:19])CCC>CN(C=O)C>[CH3:12][C:3]1[CH:4]=[C:5]([N+:9]([O-:11])=[O:10])[C:6]([CH3:8])=[CH:7][C:2]=1[C:18](=[O:20])[CH3:19]. Procedure details: To a mixture of 1-Bromo-2,5-dimethyl-4-nitrobenzene (1 g, 4.34 mmol) and tributyl(1-ethoxyvinyl)tin (1.88 g, 5.2 mmol) in DMF (20 mL), was added tetrakis(triphenylphospine) palladium (0) (250 mg, 5% mmol). The reaction tube was sealed, the mixture was purged with N2 for 3 min and then heated at 90° C. under N2 for overnight. The reaction was cooled to room temperature and poured into aqueous HCl (1N, 100 mL). The mixture was stirred for 1 hour, and then extracted with ethyl acetate (3×100 mL). T... Starting materials: crude product, C(#N)C(C(=O)OC(C)(C)C)C1=NC=C(C=C1)[N+](=O)[O-] (tert-butyl 2-cyano-2-(5-nitropyridin-2-yl)acetate). Solvent: Cl.CCO (HCl EtOH). Run at temperature 80 celsius, time 4 hour. Product: [N+](=O)([O-])C=1C=CC(=NC1)CC#N (2-(5-nitropyridin-2-yl)acetonitrile). Isolated yield 100.4%. Reaction SMILES: [C:1]([CH:3]([C:11]1[CH:16]=[CH:15][C:14]([N+:17]([O-:19])=[O:18])=[CH:13][N:12]=1)C(OC(C)(C)C)=O)#[N:2]>Cl.CCO>[N+:17]([C:14]1[CH:15]=[CH:16][C:11]([CH2:3][C:1]#[N:2])=[N:12][CH:13]=1)([O-:19])=[O:18] |f:1.2|. Procedure details: The crude product tert-butyl 2-cyano-2-(5-nitropyridin-2-yl)acetate (I-1b, 12 g, 47 mmol) was dissolved in 100 mL of HCl/EtOH (v/v 1:5) and stirred at 80° C. for 4 h. Then the mixture was concentrated, diluted with H2O, and extracted with EtOAc (4×40 mL). The combined extracts were concentrated, and the residue was purified by chromatography on silica gel (PE:EtOAc=3:1) to afford 2-(5-nitropyridin-2-yl)acetonitrile (I-1c) as a solid (7.7 g, 42.0% yield).